Dataset: the Open Reaction Database (ORD), a public repository of structured organic reaction records. Task: describe an organic reaction: reactants, conditions, products, and yield Starting materials: 4-hydroxy-6-(2-phenethyl)pyridazin-3(2H)-one, N1=NC=CC=C1 (pyridazine), C(C1=CC=CC=C1)OC=1N=NC(=CC1OCC1=CC=CC=C1)C#CC1=CC(=CC=C1)Cl (3,4-bis(Benzyloxy)-6-((3-chlorophenyl)ethynyl)pyridazine). Solvent: C(C)(=O)OCC (ethyl acetate). Yields the product ClC=1C=C(C=CC1)CCC=1C=C(C(NN1)=O)O (6-[2-(3-Chlorophenyl)ethyl]-4-hydroxypyridazin-3(2H)-one). The yield is 32.0%. As a reaction SMILES: N1C=CC=CN=1.C([O:14][C:15]1[N:16]=[N:17][C:18]([C:29]#[C:30][C:31]2[CH:36]=[CH:35][CH:34]=[C:33]([Cl:37])[CH:32]=2)=[CH:19][C:20]=1[O:21]CC1C=CC=CC=1)C1C=CC=CC=1>C(OCC)(=O)C>[Cl:37][C:33]1[CH:32]=[C:31]([CH2:30][CH2:29][C:18]2[CH:19]=[C:20]([OH:21])[C:15](=[O:14])[NH:16][N:17]=2)[CH:36]=[CH:35][CH:34]=1. Procedure details: Prepared as described for 4-hydroxy-6-(2-phenethyl)pyridazin-3(2H)-one (Example 1) from 3,4-bis(benzyloxy)-6-[(3-chloromethyl)phenyl)ethynyl]pyridazine (Intermediate 24) except that the reaction was carried out in ethyl acetate. The crude material was purified by reverse phase chromatography (50 g C18) cartridge eluting with 5-100% acetonitrile/water with acidic modifier and the appropriate fractions combined to give an orange solid. This was recrystallised from ethyl acetate to give a white sol... Reactants: Cc1cc(Br)c2c(c1)C(=O)C(=O)N2CCN(C(C)C)C(C)C, Cl, NNC(N)=O. The product is Cc1cc(Br)c2c(c1)C(=NNC(N)=O)C(=O)N2CCN(C(C)C)C(C)C. RXN SMILES: [Br:1][c:2]1[cH:3][c:4]([CH3:22])[cH:5][c:6]2[c:10]1[N:9]([CH2:11][CH2:12][N:13]([CH:14]([CH3:15])[CH3:16])[CH:17]([CH3:18])[CH3:19])[C:8](=[O:20])[C:7]2=[O:21].[ClH:23].[NH2:24][NH:25][C:26](=[O:27])[NH2:28]>>[Br:1][c:2]1[cH:3][c:4]([CH3:22])[cH:5][c:6]2[c:10]1[N:9]([CH2:11][CH2:12][N:13]([CH:14]([CH3:15])[CH3:16])[CH:17]([CH3:18])[CH3:19])[C:8](=[O:20])[C:7]2=[N:24][NH:25][C:26](=[O:27])[NH2:28].